Dataset: the Open Reaction Database (ORD), a public repository of structured organic reaction records. Task: describe an organic reaction: reactants, conditions, products, and yield The reactants are CC1(C)CC(=O)c2c(Br)cn(-c3ccccn3)c2C1, O=C([O-])[O-], COCCOC, OB(O)c1ccc(Cl)cc1, [Cs+], [Cs+], O, c1ccc(P(c2ccccc2)(c2ccccc2)[Pd](P(c2ccccc2)(c2ccccc2)c2ccccc2)(P(c2ccccc2)(c2ccccc2)c2ccccc2)P(c2ccccc2)(c2ccccc2)c2ccccc2)cc1. The product is CC1(C)CC(=O)c2c(-c3ccc(Cl)cc3)cn(-c3ccccn3)c2C1. As a reaction SMILES: [Br:1][c:2]1[cH:3][n:4](-[c:14]2[n:15][cH:16][cH:17][cH:18][cH:19]2)[c:5]2[c:10]1[C:9](=[O:11])[CH2:8][C:7]([CH3:12])([CH3:13])[CH2:6]2.[C:20](=[O:21])([O-:22])[O-:23].[CH3:36][O:37][CH2:38][CH2:39][O:40][CH3:41].[Cl:26][c:27]1[cH:28][cH:29][c:30]([B:33]([OH:34])[OH:35])[cH:31][cH:32]1.[Cs+:24].[Cs+:25].[OH2:42].[cH:43]1[cH:44][cH:45][c:46]([P:47]([Pd:48]([P:49]([c:50]2[cH:51][cH:52][cH:53][cH:54][cH:55]2)([c:56]2[cH:57][cH:58][cH:59][cH:60][cH:61]2)[c:62]2[cH:63][cH:64][cH:65][cH:66][cH:67]2)([P:68]([c:69]2[cH:70][cH:71][cH:72][cH:73][cH:74]2)([c:75]2[cH:76][cH:77][cH:78][cH:79][cH:80]2)[c:81]2[cH:82][cH:83][cH:84][cH:85][cH:86]2)[P:87]([c:88]2[cH:89][cH:90][cH:91][cH:92][cH:93]2)([c:94]2[cH:95][cH:96][cH:97][cH:98][cH:99]2)[c:100]2[cH:101][cH:102][cH:103][cH:104][cH:105]2)([c:106]2[cH:107][cH:108][cH:109][cH:110][cH:111]2)[c:112]2[cH:113][cH:114][cH:115][cH:116][cH:117]2)[cH:118][cH:119]1>>[c:2]1(-[c:30]2[cH:29][cH:28][c:27]([Cl:26])[cH:32][cH:31]2)[cH:3][n:4](-[c:14]2[n:15][cH:16][cH:17][cH:18][cH:19]2)[c:5]2[c:10]1[C:9](=[O:11])[CH2:8][C:7]([CH3:12])([CH3:13])[CH2:6]2. Reactants: CN(C)C=O, CC(C)c1csc(CO)n1, CC(C)(C)OC(=O)C=Cc1cn(C2CC2)c2cc(F)c(F)cc2c1=O, [Cl-], [H-], [NH4+], [Na+], C1COCCOCCOCCOCCOCCO1. Product: CC(C)c1csc(Cc2cc3c(cc2F)c(=O)c(C=CC(=O)OC(C)(C)C)cn3C2CC2)n1. RXN SMILES: [CH3:58][N:59]([CH3:60])[CH:61]=[O:62].[CH:1]([CH3:2])([CH3:3])[c:4]1[n:5][c:6]([CH2:9][OH:10])[s:7][cH:8]1.[CH:31]1([n:34]2[cH:35][c:36]([CH:47]=[CH:48][C:49](=[O:50])[O:51][C:52]([CH3:53])([CH3:54])[CH3:55])[c:37](=[O:46])[c:38]3[cH:39][c:40]([F:45])[c:41]([F:44])[cH:42][c:43]23)[CH2:32][CH2:33]1.[Cl-:56].[H-:29].[NH4+:57].[Na+:30].[O:11]1[CH2:12][CH2:13][O:14][CH2:15][CH2:16][O:17][CH2:18][CH2:19][O:20][CH2:21][CH2:22][O:23][CH2:24][CH2:25][O:26][CH2:27][CH2:28]1>>[CH:1]([CH3:2])([CH3:3])[c:4]1[n:5][c:6]([CH2:9][c:41]2[c:40]([F:45])[cH:39][c:38]3[c:37](=[O:46])[c:36]([CH:47]=[CH:48][C:49](=[O:50])[O:51][C:52]([CH3:53])([CH3:54])[CH3:55])[cH:35][n:34]([CH:31]4[CH2:32][CH2:33]4)[c:43]3[cH:42]2)[s:7][cH:8]1.